This data is from the Open Reaction Database (ORD), a public repository of structured organic reaction records. The task is: describe an organic reaction: reactants, conditions, products, and yield The reactants are ClC[Si](Cl)(C)C ((chloromethyl)dimethylchlorosilane), Cl (hydrochloric acid), [Mg] (magnesium), BrC1=CC=C(C=C1)OCC (ethyl 4-bromophenyl ether). The solvent is O1CCCC1 (tetrahydrofuran), O1CCCC1 (tetrahydrofuran). Reaction conditions: temperature -78 celsius. The product is ClC[Si](C)(C)C1=CC=C(C=C1)OCC ((chloromethyl)(4-ethoxyphenyl)dimethylsilane). Yield: 23.1%. Reaction SMILES: [Mg].Br[C:3]1[CH:8]=[CH:7][C:6]([O:9][CH2:10][CH3:11])=[CH:5][CH:4]=1.[Cl:12][CH2:13][Si:14]([CH3:17])([CH3:16])Cl.Cl>O1CCCC1>[Cl:12][CH2:13][Si:14]([C:3]1[CH:8]=[CH:7][C:6]([O:9][CH2:10][CH3:11])=[CH:5][CH:4]=1)([CH3:17])[CH3:16]. Procedure: To a mixture of 5.1 g (0.21 mole) of powdered magnesium metal in 100 ml of dry tetrahydrofuran was added dropwise 40 g (0.20 mole) of ethyl 4-bromophenyl ether. Upon completion of addition this mixture was heated at reflux for one hour. In a second flask was placed 28.5 g (0.199 mole) of (chloromethyl)dimethylchlorosilane in 100 ml of tetrahydrofuran, and this flask was cooled to -78° C. The contents of the first flask were added dropwise to the second flask. The temperature of the reaction mixt... Procedure: The compound of Example 2 was prepared on a larger scale, using a preferred process, as follows: To 54 L of methylene chloride, and 1.8 L of pyridine, 6.5 Kg of 4-hydroxyquinazoline was added, and the mixture was cooled to -5° to 10° C. To this mixture 15.7 Kg of triphenyl phosphite was added. Then 3.67 Kg of chlorine gas was bubbled in over a three hour period while the temperature of the mixture was maintained in the range of 0° to 10° C., to produce 4-chloroquinazoline hydrochloride. After st... Reactants: C(Cl)Cl (methylene chloride), OC1=NC=NC2=CC=CC=C12 (4-hydroxyquinazoline), P(OC1=CC=CC=C1)(OC1=CC=CC=C1)OC1=CC=CC=C1 (triphenyl phosphite). The solvent is N1=CC=CC=C1 (pyridine). Yields the product compound, Cl.ClC1=NC=NC2=CC=CC=C12 (4-chloroquinazoline hydrochloride). Reaction SMILES: [CH2:1]([Cl:3])[Cl:2].OC1[C:14]2[C:9](=[CH:10][CH:11]=[CH:12][CH:13]=2)[N:8]=[CH:7][N:6]=1.P(OC1C=CC=CC=1)(OC1C=CC=CC=1)OC1C=CC=CC=1>N1C=CC=CC=1>[ClH:2].[Cl:3][C:1]1[C:14]2[C:9](=[CH:10][CH:11]=[CH:12][CH:13]=2)[N:8]=[CH:7][N:6]=1 |f:4.5|. The reactants are CCO, Cl, [Fe], O=[N+]([O-])c1cccc(S(=O)(=O)n2ccc3ccccc32)c1, O. Yields the product Nc1cccc(S(=O)(=O)n2ccc3ccccc32)c1. RXN SMILES: [CH3:24][CH2:25][OH:26].[ClH:23].[Fe:27].[N+:1]([O-:2])(=[O:3])[c:4]1[cH:5][c:6]([S:10](=[O:11])(=[O:12])[n:13]2[cH:14][cH:15][c:16]3[cH:17][cH:18][cH:19][cH:20][c:21]23)[cH:7][cH:8][cH:9]1.[OH2:22]>>[NH2:1][c:4]1[cH:5][c:6]([S:10](=[O:11])(=[O:12])[n:13]2[cH:14][cH:15][c:16]3[cH:17][cH:18][cH:19][cH:20][c:21]23)[cH:7][cH:8][cH:9]1. Starting materials: [H-], COc1cc2sc(N(C)C)c(C(=O)c3ccc([N+](=O)[O-])cc3)c2cc1F, [Na+], CN(C)C=O, OCCN1CCCC1. Product: COc1cc2sc(N(C)C)c(C(=O)c3ccc(OCCN4CCCC4)cc3)c2cc1F. Reaction SMILES: [H-:28].[N+:1]([O-:2])(=[O:3])[c:4]1[cH:5][cH:6][c:7]([C:10](=[O:11])[c:12]2[c:13]3[c:14]([s:15][c:16]2[N:17]([CH3:18])[CH3:19])[cH:20][c:21]([O:25][CH3:26])[c:22]([F:24])[cH:23]3)[cH:8][cH:9]1.[Na+:27].[O:37]=[CH:38][N:39]([CH3:40])[CH3:41].[OH:29][CH2:30][CH2:31][N:32]1[CH2:33][CH2:34][CH2:35][CH2:36]1>>[c:4]1([O:29][CH2:30][CH2:31][N:32]2[CH2:33][CH2:34][CH2:35][CH2:36]2)[cH:5][cH:6][c:7]([C:10](=[O:11])[c:12]2[c:13]3[c:14]([s:15][c:16]2[N:17]([CH3:18])[CH3:19])[cH:20][c:21]([O:25][CH3:26])[c:22]([F:24])[cH:23]3)[cH:8][cH:9]1. Starting materials: CNCCO, CS(C)=O, O=Cc1ccc(F)cc1[N+](=O)[O-], O. Product: CN(CCO)c1ccc(C=O)c([N+](=O)[O-])c1. As a reaction SMILES: [CH3:13][NH:14][CH2:15][CH2:16][OH:17].[CH3:19][S:20]([CH3:21])=[O:22].[F:1][c:2]1[cH:3][c:4]([N+:10](=[O:11])[O-:12])[c:5]([CH:6]=[O:7])[cH:8][cH:9]1.[OH2:18]>>[c:2]1([N:14]([CH3:13])[CH2:15][CH2:16][OH:17])[cH:3][c:4]([N+:10](=[O:11])[O-:12])[c:5]([CH:6]=[O:7])[cH:8][cH:9]1. Reactants: COC(CC1=CC(=CC(=C1)OS(=O)(=O)C(F)(F)F)OS(=O)(=O)C(F)(F)F)=O ((3,5-bis-trifluoromethanesulfonyloxy-phenyl)-acetic acid methyl ester), ClC1=CC=C(C=C1)B(O)O (4-chlorophenyl boronic acid), C(=O)([O-])[O-].[K+].[K+] (K2CO3). Reagents/catalysts: [Pd].C(C)(C)(C)P(C(C)(C)C)C(C)(C)C.C(C)(C)(C)P(C(C)(C)C)C(C)(C)C (bis(tri-t-butylphosphine) palladium (0)). Solvent: COCCOC (DME). Yields the product COC(CC=1C=C(C=C(C1)C1=CC=C(C=C1)Cl)C1=CC=C(C=C1)Cl)=O ((4,4″-Dichloro-[1,1′;3′,1″]terphenyl-5′-yl)-acetic acid methyl ester). As a reaction SMILES: [CH3:1][O:2][C:3](=[O:27])[CH2:4][C:5]1[CH:10]=[C:9](OS(C(F)(F)F)(=O)=O)[CH:8]=[C:7](OS(C(F)(F)F)(=O)=O)[CH:6]=1.[Cl:28][C:29]1[CH:34]=[CH:33][C:32](B(O)O)=[CH:31][CH:30]=1.C([O-])([O-])=O.[K+].[K+]>COCCOC.[Pd].C(P(C(C)(C)C)C(C)(C)C)(C)(C)C.C(P(C(C)(C)C)C(C)(C)C)(C)(C)C>[CH3:1][O:2][C:3](=[O:27])[CH2:4][C:5]1[CH:10]=[C:9]([C:32]2[CH:33]=[CH:34][C:29]([Cl:28])=[CH:30][CH:31]=2)[CH:8]=[C:7]([C:32]2[CH:33]=[CH:34][C:29]([Cl:28])=[CH:30][CH:31]=2)[CH:6]=1 |f:2.3.4,6.7.8|. Reported procedure: A solution of (3,5-bis-trifluoromethanesulfonyloxy-phenyl)-acetic acid methyl ester (250 mg, 0.56 mmol), 4-chlorophenyl boronic acid (219 mg, 1.4 mmol), K2CO3 (2 M solution in H2O, 1.1 mL, 2.24 mmol) in DME (4.0 mL) and heated to 80° C. in the presence of bis(tri-t-butylphosphine) palladium (0) (cat) for 4 hrs. The mixture was cooled to room temperature filtered, diluted with EtOAc, washed with Na2CO3, dil HCl, brine, dried (MgSO4) and evaporated under reduced pressure to give an off white solid... The reactants are BrC1=CC=C(C=C1)C(CNC(C(=O)OCC)=O)=O (ethyl [[2-(4-bromophenyl)-2-oxoethyl]amino]oxoacetate), P(=O)(Cl)(Cl)Cl (phosphorus oxychloride). The solvent is O (water). Reaction conditions: time 1 hour. Product: BrC1=CC=C(C=C1)C1=CN=C(O1)C(=O)OCC (Ethyl 5-(4-Bromophenyl)-2-oxazolecarboxylate). Yield: 68.2%. Reaction SMILES: [Br:1][C:2]1[CH:7]=[CH:6][C:5]([C:8](=[O:18])[CH2:9][NH:10][C:11](=O)[C:12]([O:14][CH2:15][CH3:16])=[O:13])=[CH:4][CH:3]=1.P(Cl)(Cl)(Cl)=O>O>[Br:1][C:2]1[CH:3]=[CH:4][C:5]([C:8]2[O:18][C:11]([C:12]([O:14][CH2:15][CH3:16])=[O:13])=[N:10][CH:9]=2)=[CH:6][CH:7]=1. Procedure details: A mixture of ethyl [[2-(4-bromophenyl)-2-oxoethyl]amino]oxoacetate (35 g, 0.11 mole) and phosphorus oxychloride (150 ml) was maintained at reflux for 10.5 hours and cooled to room temperature. The solution was poured into a mixture of ice and water (3 liter) and stirred for 1.0 hour. The resulting solid was collected by filtration and air-dried. Recrystallization from methylcyclohexane gave 22.3 g (0.075 mole) of product (yield, 68%), m.p. 119.5°-122°. Starting materials: O=C1C(=CN=C(N1)C1=C(C=CC(=C1)N)OCC)C(=O)OCC (ethyl 1,6-dihydro-6-oxo-2-(5-amino-2-ethoxyphenyl)pyrimidine-5-carboxylate), C=O (formaldehyde), C(C)(=O)O (acetic acid), C(C)(=O)O (acetic acid), C(#N)[BH3-].[Na+] (sodium cyanoborohydride). Solvent: C(C)#N (acetonitrile), C(C)OCC (diethyl ether), O (water). Reaction conditions: time 2 hour. Product: O=C1C(=CN=C(N1)C1=C(C=CC(=C1)N(C)C)OCC)C(=O)O (1,6-Dihydro-6-oxo-2-(5-dimethylamino-2-ethoxyphenyl)pyrimidine-5-carboxylic acid). Yield: 29.0%. RXN SMILES: C=O.[C:3]([BH3-])#[N:4].[Na+].[O:7]=[C:8]1[NH:13][C:12]([C:14]2[CH:19]=[C:18](N)[CH:17]=[CH:16][C:15]=2[O:21][CH2:22][CH3:23])=[N:11][CH:10]=[C:9]1[C:24]([O:26]CC)=[O:25].[C:29](O)(=O)C>O.C(#N)C.C(OCC)C>[O:7]=[C:8]1[NH:13][C:12]([C:14]2[CH:19]=[C:18]([N:4]([CH3:3])[CH3:29])[CH:17]=[CH:16][C:15]=2[O:21][CH2:22][CH3:23])=[N:11][CH:10]=[C:9]1[C:24]([OH:26])=[O:25] |f:1.2|. Reported procedure: A solution (1.9 ml.) of 37% formaldehyde (23.8 mmoles) in water followed by sodium cyanoborohydride (450 mg., 7.15 mmoles) were added to a stirred solution of ethyl 1,6-dihydro-6-oxo-2-(5-amino-2-ethoxyphenyl)pyrimidine-5-carboxylate (720 mg., 2.38 mmoles) in acetonitrile (14 ml.). Glacial acetic acid (0.24 ml.) was then added over a period of one minute. The mixture was stirred at room temperature for 2 hours. Additional glacial acetic acid (0.24 ml.) was added and stirring was continued for an... The reactants are FC(OC=1C=CC(=C(C=O)C1)[N+](=O)[O-])F (5-difluoromethoxy-2-nitrobenzaldehyde), C(Br)(Br)(Br)Br (carbon tetrabromide), C1(=CC=CC=C1)P(C1=CC=CC=C1)C1=CC=CC=C1 (triphenylphosphine). Run in ClCCl (dichloromethane), ClCCl (dichloromethane). Reaction conditions: time 6 hour. Product: BrC(=CC1=C(C=CC(=C1)OC(F)F)[N+](=O)[O-])Br (2-(2,2-Dibromovinyl)-4-difluoromethoxynitrobenzene). The yield is 131.1%. Reaction SMILES: [F:1][CH:2]([F:15])[O:3][C:4]1[CH:5]=[CH:6][C:7]([N+:12]([O-:14])=[O:13])=[C:8]([CH:11]=1)[CH:9]=O.[C:16](Br)(Br)([Br:18])[Br:17].C1(P(C2C=CC=CC=2)C2C=CC=CC=2)C=CC=CC=1>ClCCl>[Br:17][C:16]([Br:18])=[CH:9][C:8]1[CH:11]=[C:4]([O:3][CH:2]([F:15])[F:1])[CH:5]=[CH:6][C:7]=1[N+:12]([O-:14])=[O:13]. Procedure details: To a solution of 5-difluoromethoxy-2-nitrobenzaldehyde (238 mg) and carbon tetrabromide (545 mg) in dichloromethane (5.4 mL) was added dropwise a solution of triphenylphosphine (863 mg) in dichloromethane (3.6 mL) under cooling with ice. The mixture was gradually warmed to room temperature and stirred for 6 hours. The reaction mixture was concentrated under reduced pressure. The residue was suspended in diethyl ether and this resulting mixture was stirred at room temperature for 16 hours. The pr...